From a dataset of the Open Reaction Database (ORD), a public repository of structured organic reaction records. describe an organic reaction: reactants, conditions, products, and yield The reactants are C[Si](C)(C)C=[N+]=[N-], CO, C1CCOC1, CC(C)CCn1c(=O)c(C2=NS(=O)(=O)c3cc(NS(=O)(=O)NC(=O)OCc4ccccc4)ccc3N2)c(O)c2cccnc21. The product is CC(C)CCn1c(=O)c(C2=NS(=O)(=O)c3cc(NS(=O)(=O)N(C)C(=O)OCc4ccccc4)ccc3N2)c(O)c2cccnc21. Reaction SMILES: [CH3:45][Si:46]([CH:47]=[N+:48]=[N-:49])([CH3:50])[CH3:51].[CH3:52][OH:53].[O:54]1[CH2:55][CH2:56][CH2:57][CH2:58]1.[OH:1][c:2]1[c:3]([C:18]2=[N:19][S:20](=[O:43])(=[O:44])[c:21]3[c:22]([cH:24][cH:25][c:26]([NH:28][S:29]([NH:30][C:31](=[O:32])[O:33][CH2:34][c:35]4[cH:36][cH:37][cH:38][cH:39][cH:40]4)(=[O:41])=[O:42])[cH:27]3)[NH:23]2)[c:4](=[O:17])[n:5]([CH2:12][CH2:13][CH:14]([CH3:15])[CH3:16])[c:6]2[n:7][cH:8][cH:9][cH:10][c:11]12>>[OH:1][c:2]1[c:3]([C:18]2=[N:19][S:20](=[O:43])(=[O:44])[c:21]3[c:22]([cH:24][cH:25][c:26]([NH:28][S:29]([N:30]([C:31](=[O:32])[O:33][CH2:34][c:35]4[cH:36][cH:37][cH:38][cH:39][cH:40]4)[CH3:45])(=[O:41])=[O:42])[cH:27]3)[NH:23]2)[c:4](=[O:17])[n:5]([CH2:12][CH2:13][CH:14]([CH3:15])[CH3:16])[c:6]2[n:7][cH:8][cH:9][cH:10][c:11]12. Starting materials: NC1=C(C(=O)N)C=C(C(=C1)OC(C1=CC=CC=C1)=O)OC (2-amino-4-benzoyloxy-5-methoxybenzamide), CN(C)C=NC=[N+](C)C.[Cl-] (Gold's reagent), C(C)(=O)[O-].[Na+] (Sodium acetate), C(C)(=O)O (acetic acid). Run in O1CCOCC1 (dioxane). The product is C(C1=CC=CC=C1)OC1=C(C=C2C(NC=NC2=C1)=O)OC (7-benzyloxy-6-methoxy-3,4-dihydroquinazolin-4-one). Yield: 77.0%. Reaction SMILES: [NH2:1][C:2]1[CH:10]=[C:9]([O:11][C:12](=O)[C:13]2[CH:18]=[CH:17][CH:16]=[CH:15][CH:14]=2)[C:8]([O:20][CH3:21])=[CH:7][C:3]=1[C:4]([NH2:6])=[O:5].[CH3:22]N(C=NC=[N+](C)C)C.[Cl-].C([O-])(=O)C.[Na+].C(O)(=O)C>O1CCOCC1>[CH2:12]([O:11][C:9]1[CH:10]=[C:2]2[C:3]([C:4](=[O:5])[NH:6][CH:22]=[N:1]2)=[CH:7][C:8]=1[O:20][CH3:21])[C:13]1[CH:18]=[CH:17][CH:16]=[CH:15][CH:14]=1 |f:1.2,3.4|. Reported procedure: A mixture of 2-amino-4-benzoyloxy-5-methoxybenzamide (10 g, 0.04 mol), (prepared according to J. Med. Chem. 1977, 20, 146–149), and Gold's reagent (7.4 g, 0.05 mol) in dioxane (100 ml) was stirred and heated at reflux for 24 hours. Sodium acetate (3.02 g, 0.037 mol) and acetic acid (1.65 ml, 0.029 mol) were added to the reaction mixture and it was heated for a further 3 hours. The volatiles were removed by evaporation, water was added to the residue, the solid was collected by filtration, washed... Reactants: N1(N=CC=C1)C1=CC=C(CC=2C(=NC3=CC=C(C=C3C2Cl)Br)Cl)C=C1 (3-(4-(1H-pyrazol-1-yl)benzyl)-6-bromo-2,4-dichloroquinoline), N1(N=CC=C1)C1=CC=C(CC=2C(=NC3=CC=C(C=C3C2Cl)Br)Cl)C=C1 (3-(4-(1H-pyrazol-1-yl)benzyl)-6-bromo-2,4-dichloroquinoline), C(C)NCC (diethylamine). Run in CN(C)C=O (DMF), CCOC(=O)C (EtOAc). Run at temperature 115 celsius. Product: N1(N=CC=C1)C1=CC=C(CC=2C(=NC3=CC=C(C=C3C2Cl)Br)N(CC)CC)C=C1 (3-(4-(1H-pyrazol-1-yl)benzyl)-6-bromo-4-chloro-N,N-diethylquinolin-2-amine). RXN SMILES: [N:1]1([C:6]2[CH:25]=[CH:24][C:9]([CH2:10][C:11]3[C:12](Cl)=[N:13][C:14]4[C:19]([C:20]=3[Cl:21])=[CH:18][C:17]([Br:22])=[CH:16][CH:15]=4)=[CH:8][CH:7]=2)[CH:5]=[CH:4][CH:3]=[N:2]1.[CH2:26]([NH:28][CH2:29][CH3:30])[CH3:27]>CN(C=O)C.CCOC(C)=O>[N:1]1([C:6]2[CH:25]=[CH:24][C:9]([CH2:10][C:11]3[C:12]([N:28]([CH2:29][CH3:30])[CH2:26][CH3:27])=[N:13][C:14]4[C:19]([C:20]=3[Cl:21])=[CH:18][C:17]([Br:22])=[CH:16][CH:15]=4)=[CH:8][CH:7]=2)[CH:5]=[CH:4][CH:3]=[N:2]1. Procedure details: A mixture of 3-(4-(1H-pyrazol-1-yl)benzyl)-6-bromo-2,4-dichloroquinoline (1.44 g, 3.33 mmol, Intermediate 3: step c) and diethylamine (6.91 mL, 66.5 mmol) in DMF (10 mL) in a sealed tube was heated in a 115° C. oil bath for 23 h. The mixture was diluted with EtOAc and extracted with water (5×, sat. aq. NaCl added as needed to achieve phase separation). The organic phase was dried (Na2SO4), filtered, and concentrated. The residue was purified by flash column chromatography (silica gel, dry loadin... The reactants are [Li] (lithium), COC(C=C(C)C)=O (methylsenecioate), [N+](=O)([O-])C=C(C=C)C (1-nitro-2-methyl-1,3-butadiene). Solvent: C1CCOC1 (THF). Procedure details: To the lithium salt of methylsenecioate in THF at -70° was added an equimolar amount of 1-nitro-2-methyl-1,3-butadiene. Quenching in ice, followed by ether extraction yielded a crude product which was purified by Kugelrohr distillation and chromatography. The product had the appearance of a yellowish colored liquid. The product is COC(C=C(CCC=C(C[N+](=O)[O-])C)C)=O (3,7-dimethyl-8-nitro-2,6-octadienoic acid methyl ester). Reaction SMILES: [Li].[CH3:2][O:3][C:4](=[O:9])[CH:5]=[C:6]([CH3:8])[CH3:7].[N+:10]([CH:13]=[C:14]([CH3:17])[CH:15]=[CH2:16])([O-:12])=[O:11]>C1COCC1>[CH3:2][O:3][C:4](=[O:9])[CH:5]=[C:6]([CH3:8])[CH2:7][CH2:16][CH:15]=[C:14]([CH3:17])[CH2:13][N+:10]([O-:12])=[O:11] |^1:0|. Reaction SMILES: [C:16](#[N:17])[CH2:18][C:19](=[O:20])[O:21][CH2:22][CH3:23].[CH3:25][C:26](=[O:27])[O-:28].[CH3:29][CH2:30][O:31][C:32](=[O:33])[CH3:34].[CH3:35][C:36](=[O:37])[OH:38].[Cl:1][c:2]1[c:3]([CH:11]=[CH:12][C:13]([CH3:14])=[O:15])[cH:4][cH:5][c:6]([CH:8]([CH3:9])[CH3:10])[cH:7]1.[NH4+:24].[cH:39]1[cH:40][cH:41][cH:42][cH:43][cH:44]1>>[Cl:1][c:2]1[c:3]([CH:11]=[CH:12][C:13]([CH3:14])=[C:18]([C:16]#[N:17])[C:19](=[O:20])[O:21][CH2:22][CH3:23])[cH:4][cH:5][c:6]([CH:8]([CH3:9])[CH3:10])[cH:7]1. Starting materials: CCOC(=O)CC#N, CC(=O)[O-], CCOC(C)=O, CC(=O)O, CC(=O)C=Cc1ccc(C(C)C)cc1Cl, [NH4+], c1ccccc1. The product is CCOC(=O)C(C#N)=C(C)C=Cc1ccc(C(C)C)cc1Cl. Reactants: BrCCCCBr, O=C([O-])[O-], CN(C)C=O, Oc1c(Cl)cc(OCC=C(Cl)Cl)cc1Cl, [K+], [K+], O. Product: ClC(Cl)=CCOc1cc(Cl)c(OCCCCBr)c(Cl)c1. RXN SMILES: [Br:1][CH2:2][CH2:3][CH2:4][CH2:5][Br:6].[C:7](=[O:8])([O-:9])[O-:10].[CH3:29][N:30]([CH3:31])[CH:32]=[O:33].[Cl:13][c:14]1[c:15]([OH:27])[c:16]([Cl:26])[cH:17][c:18]([O:20][CH2:21][CH:22]=[C:23]([Cl:24])[Cl:25])[cH:19]1.[K+:11].[K+:12].[OH2:28]>>[Br:1][CH2:2][CH2:3][CH2:4][CH2:5][O:27][c:15]1[c:14]([Cl:13])[cH:19][c:18]([O:20][CH2:21][CH:22]=[C:23]([Cl:24])[Cl:25])[cH:17][c:16]1[Cl:26].